Task: describe an organic reaction: reactants, conditions, products, and yield. Dataset: the Open Reaction Database (ORD), a public repository of structured organic reaction records Starting materials: ClC1=CC=C(C=C1)C(CNC)(C)C1=CC=C(C=C1)Cl ([2,2-Bis-(4-chloro-phenyl)-propyl]-methyl-amine), CC1(OB(OC1(C)C)C=1C=NNC1)C (4-(4,4,5,5-tetramethyl-1,3,2-dioxaborolan-2-yl)-1H-pyrazole). Product: ClC1=CC=C(C=C1)C(CNC)(C)C1=CC=C(C=C1)C=1C=NNC1 ({2-(4-Chloro-phenyl)-2-[4-(1H-pyrazol-4-yl)-phenyl]-propyl}-methyl-amine). As a reaction SMILES: Cl[C:2]1[CH:7]=[CH:6][C:5]([C:8]([C:13]2[CH:18]=[CH:17][C:16]([Cl:19])=[CH:15][CH:14]=2)([CH3:12])[CH2:9][NH:10][CH3:11])=[CH:4][CH:3]=1.CC1(C)C(C)(C)OB([C:28]2[CH:29]=[N:30][NH:31][CH:32]=2)O1>>[Cl:19][C:16]1[CH:17]=[CH:18][C:13]([C:8]([C:5]2[CH:6]=[CH:7][C:2]([C:28]3[CH:29]=[N:30][NH:31][CH:32]=3)=[CH:3][CH:4]=2)([CH3:12])[CH2:9][NH:10][CH3:11])=[CH:14][CH:15]=1. Procedure: [2,2-Bis-(4-chloro-phenyl)-propyl]-methyl-amine was reacted with 4-(4,4,5,5-tetramethyl-1,3,2-dioxaborolan-2-yl)-1H-pyrazole following the procedure set out in Example 1 to give the title compound. LCMS (PS-A3) Rt 6.94 min [M+H]+ 326. 1H NMR (Me-d3-OD) δ 1.86 (3H, s), 2.77 (3H, s), 3.89 (2H, s), 7.26-7.33 (4H, m), 7.37-7.40 (2H, m), 7.68 (2H, d), 8.35 (2H, s). The reactants are [BH4-].[Na+] (NaBH4), C(C)(C)(C)OC(=O)N[C@@H](COCC1=CC=CC=C1)C(=O)O (N-(tert-Butyloxycarbonyl)-O-Benzyl-L-Serine), TEA, ClC(=O)OCC(C)C (isobutyl chloroformate), C(C)(=O)O (acetic acid). Run in C1CCOC1.O (THF water), C1CCOC1 (THF). Run at temperature -20 celsius, time 30 minute. Yields the product C(C)(C)(C)OC(=O)N[C@@H](COCC1=CC=CC=C1)CO (N-(tert-Butyloxycarbonyl)-O-Benzyl-L-Serinol). Isolated yield 82.1%. RXN SMILES: [C:1]([O:5][C:6]([NH:8][C@H:9]([C:19](O)=[O:20])[CH2:10][O:11][CH2:12][C:13]1[CH:18]=[CH:17][CH:16]=[CH:15][CH:14]=1)=[O:7])([CH3:4])([CH3:3])[CH3:2].ClC(OCC(C)C)=O.[BH4-].[Na+].C(O)(=O)C>C1COCC1.C1COCC1.O>[C:1]([O:5][C:6]([NH:8][C@H:9]([CH2:19][OH:20])[CH2:10][O:11][CH2:12][C:13]1[CH:18]=[CH:17][CH:16]=[CH:15][CH:14]=1)=[O:7])([CH3:4])([CH3:3])[CH3:2] |f:2.3,6.7|. Reported procedure: N-(tert-butyloxycarbonyl)-O- benzyl-L-serine 2 (6.0 g, 20.34 mmol) was dissolved in dry THF and cooled to -20° C. under argon atmosphere. To this cold stirred solution was added TEA (2.32 g, 23 mmol) and isobutyl chloroformate (3.13 g, 23 mmol). The stirring was continued for 30 min at -20° C. under argon atmosphere. The reaction mixture was filtered immediately under a blanket of argon, the precipitate was washed with dry THF (50 ml). The combined filtrate was added slowly into a cold (0° C.) s... The reactants are [Si](C)(C)(C)OS(=O)(=O)C(F)(F)F (TMS-triflate), C(C)(=O)O[C@H]1[C@H](OC(C)=O)[C@H](OC(C)=O)[C@H](O1)COC(C)=O (1,2,3,5-tetra-O-acetyl-β-D-ribofuranose), silylated 5-azacytosine, N1C(=O)N=C(N)N=C1 (5-azacytosine), C[Si](C)(C)N[Si](C)(C)C (HMDS). The solvent is C(C)#N (acetonitrile), C(C)#N (acetonitrile). Conditions: temperature 2.5 celsius, time 20 hour. Yields the product [C@@H]1([C@H](O)[C@H](O)[C@@H](CO)O1)N1C(=O)N=C(N)N=C1 (5-Azacytidine). RXN SMILES: [NH:1]1[CH:8]=[N:7][C:5]([NH2:6])=[N:4][C:2]1=[O:3].C[Si](N[Si](C)(C)C)(C)C.[Si](OS(C(F)(F)F)(=O)=O)(C)(C)C.C(O[C@@H:34]1[O:46][C@H:45]([CH2:47][O:48]C(=O)C)[C@@H:40]([O:41]C(=O)C)[C@H:35]1[O:36]C(=O)C)(=O)C>C(#N)C>[C@@H:34]1([N:1]2[CH:8]=[N:7][C:5]([NH2:6])=[N:4][C:2]2=[O:3])[O:46][C@H:45]([CH2:47][OH:48])[C@@H:40]([OH:41])[C@H:35]1[OH:36]. Reported procedure: A mixture of 5-azacytosine, HMDS, and TMSC1 in acetonitrile is heated to reflux for 20 hours under an inert atmosphere. TMS-triflate and 1,2,3,5-tetra-O-acetyl-β-D-ribofuranose are then added directly to the silylated 5-azacytosine in acetonitrile. The addition is performed at ambient temperature and under an inert atmosphere. The reaction mixture is maintained under stirring for 20 hours, then the acetonitrile is removed under vacuum. The solids are then dissolved in dichloromethane, and the mi... Reactants: C(=O)(OC)C1CCC(CC1)CCC(CCC1CCC(CC1)C(=O)OC)O (1,5-bis-(4'-carbomethoxycyclohexyl)-3-pentanol), ( a ), N (NH3). Yields the product C(=O)(OC)C1=CC=C(C=C1)CCC(CCC1=CC=C(C=C1)C(=O)OC)O (1,5-bis-(4'-carbomethoxyphenyl)-3-pentanol). Reaction SMILES: [C:1]([CH:5]1[CH2:10][CH2:9][CH:8]([CH2:11][CH2:12][CH:13]([OH:26])[CH2:14][CH2:15][CH:16]2[CH2:21][CH2:20][CH:19]([C:22]([O:24][CH3:25])=[O:23])[CH2:18][CH2:17]2)[CH2:7][CH2:6]1)([O:3][CH3:4])=[O:2].N>>[C:22]([C:19]1[CH:18]=[CH:17][C:16]([CH2:15][CH2:14][CH:13]([OH:26])[CH2:12][CH2:11][C:8]2[CH:7]=[CH:6][C:5]([C:1]([O:3][CH3:4])=[O:2])=[CH:10][CH:9]=2)=[CH:21][CH:20]=1)([O:24][CH3:25])=[O:23]. Reported procedure: To a stainless steel autoclave was added 143.9 g (0.404 moles) 1,5.bis-(4,-carbomethoxyphenyl)-3-pentanol, 14.4 grams of 0.5% Pd on alumina, and 1,150 mL of cyclohexane. The autoclave was pressurized to 500 psi with hydrogen and then heated to 225° C. Upon reaching temperature, the pressure was adjusted to 1500 psi and these conditions were maintained for 6 hrs. The reaction was then cooled and vented. The product is soluble in the cyclohexane and is separated from the catalyst by filtration. Th... Reactants: CC[O-].[Na+] (NaOEt), OC1=CC=C(C=O)C=C1 (4-Hydroxybenzaldehyde), BrCCCC#N (4-bromobutyronitrile). The solvent is CCO (EtOH). Conditions: temperature 90 celsius, time 15 minute. The product is C(#N)CCCOC1=CC=C(C=O)C=C1 (4-(3-cyanopropoxy)benzaldehyde). The yield is 126.8%. RXN SMILES: [OH:1][C:2]1[CH:9]=[CH:8][C:5]([CH:6]=[O:7])=[CH:4][CH:3]=1.CC[O-].[Na+].Br[CH2:15][CH2:16][CH2:17][C:18]#[N:19]>CCO>[C:18]([CH2:17][CH2:16][CH2:15][O:1][C:2]1[CH:9]=[CH:8][C:5]([CH:6]=[O:7])=[CH:4][CH:3]=1)#[N:19] |f:1.2|. Reported procedure: 4-Hydroxybenzaldehyde (20 mmol) was dissolved in absolute EtOH (150 mL) and treated with solid NaOEt (24 mmol). After stirring for 15 minutes, 4-bromobutyronitrile (24 mmol) was added and reaction mixture was heated overnight at 90° C. in an oil bath. After letting the reaction cool to room temperature, volatiles were removed, the residue was taken up in ice, adjusted to pH 6 with 1N sulfuric acid, and extracted with methylene chloride. The organic phase was washed with brine, dried over MgSO4 a... Starting materials: N1(CCCC2=CC=CC=C12)C(=O)N1CCC(CC1)C(=O)O (1-(3,4-dihydroquinolin-1(2H)-ylcarbonyl)piperidine-4-carboxylic acid), F[B-](F)(F)F.N1(N=NC2=C1C=CC=C2)OC(=[N+](C)C)N(C)C (O-benzotriazol-1-yl-N,N,N′,N′-tetramethyluronium tetrafluoroborate), ON1N=NC2=C1C=CC=C2 (1-hydroxybenzotriazole), C(C)(C)N(CC)C(C)C (diisopropylethylamine), ClC1=C(C(=CC=C1)Cl)C(N)=NO (2,6-dichloro-N′-hydroxybenzenecarboximidamide). The solvent is CN(C=O)C (dimethylformamide), O (Water). Conditions: time 1 hour. Yields the product ClC1=C(C(=CC=C1)Cl)C1=NOC(=N1)C1CCN(CC1)C(=O)N1CCCC2=CC=CC=C12 (1-({4-[3-(2,6-dichlorophenyl)-1,2,4-oxadiazol-5-yl]piperidin-1-yl}carbonyl)-1,2,3,4-tetrahydroquinoline). Isolated yield 37.8%. As a reaction SMILES: [N:1]1([C:11]([N:13]2[CH2:18][CH2:17][CH:16]([C:19](O)=[O:20])[CH2:15][CH2:14]2)=[O:12])[C:10]2[C:5](=[CH:6][CH:7]=[CH:8][CH:9]=2)[CH2:4][CH2:3][CH2:2]1.F[B-](F)(F)F.N1(OC(N(C)C)=[N+](C)C)C2C=CC=CC=2N=N1.ON1C2C=CC=CC=2N=N1.C(N(C(C)C)CC)(C)C.[Cl:63][C:64]1[CH:69]=[CH:68][CH:67]=[C:66]([Cl:70])[C:65]=1[C:71](=[N:73]O)[NH2:72]>O.CN(C)C=O>[Cl:63][C:64]1[CH:69]=[CH:68][CH:67]=[C:66]([Cl:70])[C:65]=1[C:71]1[N:73]=[C:19]([CH:16]2[CH2:17][CH2:18][N:13]([C:11]([N:1]3[C:2]4[C:7](=[CH:6][CH:5]=[CH:4][CH:3]=4)[CH2:8][CH2:9][CH2:10]3)=[O:12])[CH2:14][CH2:15]2)[O:20][N:72]=1 |f:1.2|. Reported procedure: 0.3 g of 1-(3,4-dihydroquinolin-1(2H)-ylcarbonyl)piperidine-4-carboxylic acid, 11 ml of dimethylformamide, 0.67 g of O-benzotriazol-1-yl-N,N,N′,N′-tetramethyluronium tetrafluoroborate, 0.028 g of 1-hydroxybenzotriazole, 0.91 ml of diisopropylethylamine and then 0.32 g of 2,6-dichloro-N′-hydroxybenzenecarboximidamide are introduced into a 100 ml round-bottomed flask. The reaction medium is stirred at ambient temperature for 1 h 30 and then heated at 95° C. for 20 hours. Water is added and the mix... The reactants are COC(COC1=C2C(=C(C(=NC2=C(C=C1)F)CC)CC1=C(C=C(C=C1)C(NC1CCC1)=O)Cl)OC(F)F)=O ([3-(2-chloro-4-cyclobutylcarbamoylbenzyl)-4-difluoromethoxy-2-ethyl-8-fluoroquinolin-5-yloxy]acetic acid methyl ester), [OH-].[Li+] (lithium hydroxide). Run in O1CCCC1 (tetrahydrofuran). Reaction conditions: time 30 minute. Yields the product ClC1=C(CC=2C(=NC3=C(C=CC(=C3C2OC(F)F)OCC(=O)O)F)CC)C=CC(=C1)C(NC1CCC1)=O ([3-(2-chloro-4-cyclobutylcarbamoylbenzyl)-4-difluoromethoxy-2-ethyl-8-fluoroquinolin-5-yloxy]acetic Acid). As a reaction SMILES: C[O:2][C:3](=[O:38])[CH2:4][O:5][C:6]1[CH:15]=[CH:14][C:13]([F:16])=[C:12]2[C:7]=1[C:8]([O:34][CH:35]([F:37])[F:36])=[C:9]([CH2:19][C:20]1[CH:25]=[CH:24][C:23]([C:26](=[O:32])[NH:27][CH:28]3[CH2:31][CH2:30][CH2:29]3)=[CH:22][C:21]=1[Cl:33])[C:10]([CH2:17][CH3:18])=[N:11]2.[OH-].[Li+]>O1CCCC1>[Cl:33][C:21]1[CH:22]=[C:23]([C:26](=[O:32])[NH:27][CH:28]2[CH2:31][CH2:30][CH2:29]2)[CH:24]=[CH:25][C:20]=1[CH2:19][C:9]1[C:10]([CH2:17][CH3:18])=[N:11][C:12]2[C:7]([C:8]=1[O:34][CH:35]([F:37])[F:36])=[C:6]([O:5][CH2:4][C:3]([OH:38])=[O:2])[CH:15]=[CH:14][C:13]=2[F:16] |f:1.2|. Procedure details: A mixture of [3-(2-chloro-4-cyclobutylcarbamoylbenzyl)-4-difluoromethoxy-2-ethyl-8-fluoroquinolin-5-yloxy]acetic acid methyl ester (0.23 g), tetrahydrofuran (5.0 mL) and 1.0 M aqueous lithium hydroxide solution (1.2 mL) was stirred at room temperature for 30 minutes. The mixture was concentrated under reduced pressure, acidified by the addition of sodium dihydrogenphosphate and extracted with ethyl acetate. The combined extracts were dried over magnesium sulfate and the solvent removed under red... The reactants are CN(C)C=O, CCOC(=O)c1cc2c(Cl)ccc(O)c2n1C, O=[N+]([O-])c1cccc(F)c1, [H-], [Na+], O. The product is CCOC(=O)c1cc2c(Cl)ccc(Oc3cccc([N+](=O)[O-])c3)c2n1C. RXN SMILES: [CH3:20][N:21]([CH3:22])[CH:23]=[O:24].[Cl:1][c:2]1[c:3]2[cH:4][c:5]([C:13](=[O:14])[O:15][CH2:16][CH3:17])[n:6]([CH3:12])[c:7]2[c:8]([OH:11])[cH:9][cH:10]1.[F:25][c:26]1[cH:27][c:28]([N+:32](=[O:33])[O-:34])[cH:29][cH:30][cH:31]1.[H-:18].[Na+:19].[OH2:35]>>[Cl:1][c:2]1[c:3]2[cH:4][c:5]([C:13](=[O:14])[O:15][CH2:16][CH3:17])[n:6]([CH3:12])[c:7]2[c:8]([O:11][c:26]2[cH:27][c:28]([N+:32](=[O:33])[O-:34])[cH:29][cH:30][cH:31]2)[cH:9][cH:10]1. Reactants: Cl (HCl), C(C)(C)(C)OC(NCCOC1=CC=C(C=C1)CCCCNC(=NC(=O)C1=NC(=C(N=C1N)N)Cl)N)=O ([2-(4-{4-[N′-(3,5-Diamino-6-chloropyrazine-2-carbonyl)guanidino]butyl}phenoxy)ethyl]-carbamic acid tert-butyl ester), C(Cl)Cl.CO (methylene chloride methanol). Solvent: CO (methanol). Reaction conditions: time 1 hour. Yields the product NCCOC1=CC=C(C=C1)CCCCNC(=N)NC(=O)C1=NC(=C(N=C1N)N)Cl (N-{4-[4-(2-Aminoethoxy)phenyl]butyl}-N′-(3,5-diamino-6-chloropyrazine-2-carbonyl)-guanidine). The yield is 125.9%. As a reaction SMILES: C(OC(=O)[NH:7][CH2:8][CH2:9][O:10][C:11]1[CH:16]=[CH:15][C:14]([CH2:17][CH2:18][CH2:19][CH2:20][NH:21][C:22]([NH2:35])=[N:23][C:24]([C:26]2[C:31]([NH2:32])=[N:30][C:29]([NH2:33])=[C:28]([Cl:34])[N:27]=2)=[O:25])=[CH:13][CH:12]=1)(C)(C)C.Cl.C(Cl)Cl.CO>CO>[NH2:7][CH2:8][CH2:9][O:10][C:11]1[CH:12]=[CH:13][C:14]([CH2:17][CH2:18][CH2:19][CH2:20][NH:21][C:22]([NH:23][C:24]([C:26]2[C:31]([NH2:32])=[N:30][C:29]([NH2:33])=[C:28]([Cl:34])[N:27]=2)=[O:25])=[NH:35])=[CH:15][CH:16]=1 |f:2.3|. Procedure: [2-(4-{4-[N-(3,5-Diamino-6-chloropyrazine-2-carbonyl)guanidino]butyl}phenoxy)ethyl]-carbamic acid tert-butyl ester 3 (2.63 g, 5.0 mmol) was dissolved in methanol (25 mL). 12N HCl (30 mL) was added in 10 ml portions. After stirring for 1 h, the reaction was complete by TLC (silica gel, methylene chloride/methanol/concentrated ammonium hydroxide, 100:10:1). The solvent was evaporated and methanol (300 mL) was added and, this process was repeated. The residue was placed under high vacuum overnight ...